From a dataset of the Open Reaction Database (ORD), a public repository of structured organic reaction records. describe an organic reaction: reactants, conditions, products, and yield Reactants: CNC (Dimethylamine), BrCC(C(C1=CC=CC=C1)C1=CC=C(C=C1)F)=O (3-bromo-1-p-fluorophenyl-1-phenyl-propan-2-one). Solvent: C(C)O (ethanol), CCOCC (ether). Conditions: time 45 minute. Yields the product CN(CC(C(C1=CC=CC=C1)C1=CC=C(C=C1)F)=O)C (3-dimethylamino-1-p-fluorophenyl-1-phenyl-propan-2-one). Reaction SMILES: [CH3:1][NH:2][CH3:3].Br[CH2:5][C:6](=[O:21])[CH:7]([C:14]1[CH:19]=[CH:18][C:17]([F:20])=[CH:16][CH:15]=1)[C:8]1[CH:13]=[CH:12][CH:11]=[CH:10][CH:9]=1>C(O)C.CCOCC>[CH3:1][N:2]([CH3:3])[CH2:5][C:6](=[O:21])[CH:7]([C:14]1[CH:19]=[CH:18][C:17]([F:20])=[CH:16][CH:15]=1)[C:8]1[CH:13]=[CH:12][CH:11]=[CH:10][CH:9]=1. Procedure: Dimethylamine in ethanol (30 ml s of 33% solution) was added to a solution of 3-bromo-1-p-fluorophenyl-1-phenyl-propan-2-one (13 g) in dry ether. After 45 minutes, the reaction mixture was extracted with dilute hydrochloric acid and ether. Basification of the acid extract and subsequent isolation through ether in the usual manner gave 3-dimethylamino-1-p-fluorophenyl-1-phenyl-propan-2-one isolated as the hydrochloride (5.8 g., 53%), m.p. 219° - 220°. Reactants: CCCCO, O=[N+]([O-])c1cc(Cl)c(Cl)cc1Cl, [I-], [K+], NCCCO. The product is O=[N+]([O-])c1cc(Cl)c(Cl)cc1NCCCO. As a reaction SMILES: [CH2:20]([OH:21])[CH2:22][CH2:23][CH3:24].[Cl:1][c:2]1[c:3]([Cl:12])[cH:4][c:5]([Cl:11])[c:6]([N+:8](=[O:9])[O-:10])[cH:7]1.[I-:19].[K+:18].[NH2:13][CH2:14][CH2:15][CH2:16][OH:17]>>[Cl:1][c:2]1[c:3]([Cl:12])[cH:4][c:5]([NH:13][CH2:14][CH2:15][CH2:16][OH:17])[c:6]([N+:8](=[O:9])[O-:10])[cH:7]1. Reactants: CC(C)(C)OC(=O)N1CCN(CC2(O)CCN(c3cc(Cl)ncn3)CC2)C(=O)C1, CCO. Product: CC(C)(C)OC(=O)N1CCN(CC2(O)CCN(c3ccncn3)CC2)C(=O)C1. Reaction SMILES: [C:1]([CH3:2])([CH3:3])([CH3:4])[O:5][C:6](=[O:7])[N:8]1[CH2:9][C:10](=[O:29])[N:11]([CH2:14][C:15]2([OH:28])[CH2:16][CH2:17][N:18]([c:21]3[n:22][cH:23][n:24][c:25]([Cl:27])[cH:26]3)[CH2:19][CH2:20]2)[CH2:12][CH2:13]1.[CH3:30][CH2:31][OH:32]>>[C:1]([CH3:2])([CH3:3])([CH3:4])[O:5][C:6](=[O:7])[N:8]1[CH2:9][C:10](=[O:29])[N:11]([CH2:14][C:15]2([OH:28])[CH2:16][CH2:17][N:18]([c:21]3[n:22][cH:23][n:24][cH:25][cH:26]3)[CH2:19][CH2:20]2)[CH2:12][CH2:13]1. The reactants are C(C)(CC)[Li] (sec-butyl lithium), C(C)(C)(C)OC1=CC=C(C=C)C=C1 (p-tert-butoxystyrene), O1CCCC1 (tetrahydrofuran). Reaction conditions: time 30 minute. Product: CC(=O)C1=CC=C(C=C)C=C1 (p-methylcarbonylstyrene). Reaction SMILES: C([Li])(CC)C.C(O[C:11]1[CH:18]=[CH:17][C:14]([CH:15]=[CH2:16])=[CH:13][CH:12]=1)(C)(C)C.[O:19]1CC[CH2:21][CH2:20]1>>[CH3:21][C:20]([C:11]1[CH:12]=[CH:13][C:14]([CH:15]=[CH2:16])=[CH:17][CH:18]=1)=[O:19]. Reported procedure: A 1-liter flask was charged with 500 ml of tetrahydrofuran as a solvent and 0.01 mol of sec-butyl lithium as an initiator. To the solution at −78° C. was added 30 g of p-tert-butoxystyrene. With stirring, polymerization reaction was effected for 30 minutes. The reaction solution turned red. For producing a branched polymer, 0.005 mol of p-methylcarbonylstyrene was added to the reaction solution whereupon reaction was effected for 5 minutes. Further 15 g of p-tert-butoxystyrene was added. With st... Reactants: FC(C=1C=C(C=C(C1)C(F)(F)F)CO[C@H]1[C@@]2(C[C@H]([C@H](CC1)N2)C(=O)OC(C)(C)C)C2=CC=CC=C2)(F)F ((1R*,2R*,5S*,6R*)-2-{[3,5-Bis(trifluoromethyl)phenyl]methoxy}-6-(tert-butoxycarbonyl)-1-phenyl-8-azabicyclo[3.2.1]octane), C([O-])([O-])=O.[K+].[K+] (potassium carbonate), C(C=C)Br (allyl bromide). The solvent is CN(C=O)C (dimethylformamide), C(C)(=O)OCC (ethyl acetate). The product is C(C=C)N1[C@@]2([C@@H](CC[C@H]1[C@@H](C2)C(=O)OC(C)(C)C)OCC2=CC(=CC(=C2)C(F)(F)F)C(F)(F)F)C2=CC=CC=C2 ((1R*,2R*,5S*,6R*)-8-Allyl-2-{[3,5-bis(trifluoromethyl)phenyl]methoxy}-6-(tert-butoxycarbonyl)-1-phenyl-8-azabicyclo[3.2.1]octane). RXN SMILES: [F:1][C:2]([F:37])([F:36])[C:3]1[CH:4]=[C:5]([CH2:13][O:14][C@@H:15]2[CH2:21][CH2:20][C@@H:19]3[NH:22][C@@:16]2([C:30]2[CH:35]=[CH:34][CH:33]=[CH:32][CH:31]=2)[CH2:17][C@H:18]3[C:23]([O:25][C:26]([CH3:29])([CH3:28])[CH3:27])=[O:24])[CH:6]=[C:7]([C:9]([F:12])([F:11])[F:10])[CH:8]=1.C(=O)([O-])[O-].[K+].[K+].[CH2:44](Br)[CH:45]=[CH2:46]>CN(C)C=O.C(OCC)(=O)C>[CH2:46]([N:22]1[C@@H:19]2[C@H:18]([C:23]([O:25][C:26]([CH3:29])([CH3:28])[CH3:27])=[O:24])[CH2:17][C@@:16]1([C:30]1[CH:31]=[CH:32][CH:33]=[CH:34][CH:35]=1)[C@H:15]([O:14][CH2:13][C:5]1[CH:6]=[C:7]([C:9]([F:10])([F:11])[F:12])[CH:8]=[C:3]([C:2]([F:36])([F:1])[F:37])[CH:4]=1)[CH2:21][CH2:20]2)[CH:45]=[CH2:44] |f:1.2.3|. Reported procedure: (1R*,2R*,5S*,6R*)-2-{[3,5-Bis(trifluoromethyl)phenyl]methoxy}-6-(tert-butoxycarbonyl)-1-phenyl-8-azabicyclo[3.2.1]octane (Example 25; 2.1 g, 4.0 mmol), potassium carbonate (1.7 g, 12.0 mmol) and allyl bromide (0.42 ml, 4.8 mmol) in dimethylformamide (10 ml) were stirred at room temperature for 5 hours. The mixture was diluted with ethyl acetate and washed with water. The organics were collected, dried (MgSO4) and concentrated in vacuo. The residue was purified by column chromatography, eluting w... The reactants are C1CCOC1, COC(=O)c1cccc(Nc2ncnc3nc(C(C)C)ccc23)c1, Cl, [Li+], [OH-], O. The product is CC(C)c1ccc2c(Nc3cccc(C(=O)O)c3)ncnc2n1. Reaction SMILES: [CH2:29]1[O:30][CH2:31][CH2:32][CH2:33]1.[CH:1]([CH3:2])([CH3:3])[c:4]1[cH:5][cH:6][c:7]2[c:8]([n:9][cH:10][n:11][c:12]2[NH:13][c:14]2[cH:15][c:16]([C:17](=[O:18])[O:19][CH3:20])[cH:21][cH:22][cH:23]2)[n:24]1.[ClH:28].[Li+:27].[OH-:26].[OH2:25]>>[CH:1]([CH3:2])([CH3:3])[c:4]1[cH:5][cH:6][c:7]2[c:8]([n:9][cH:10][n:11][c:12]2[NH:13][c:14]2[cH:15][c:16]([C:17](=[O:18])[OH:19])[cH:21][cH:22][cH:23]2)[n:24]1. The reactants are C(C)N1C(CCC1)CN (1-ethyl-2-aminomethylpyrrolidine), C(C)S(=O)(=O)C=1C=C(C2=C(OCCO2)C1)C(=O)Cl (7-ethylsulfonyl-1,4-benzodioxane-5-carbonyl chloride). Product: C(C)N1C(CCC1)CNC(=O)C1=CC(=CC=2OCCOC21)S(=O)(=O)CC (N-(1-ethyl-2-pyrrolidylmethyl)-7-ethylsulfonyl-1,4-benzodioxane-5-carboxamide). Isolated yield 60.1%. As a reaction SMILES: [CH2:1]([N:3]1[CH2:7][CH2:6][CH2:5][CH:4]1[CH2:8][NH2:9])[CH3:2].[CH2:10]([S:12]([C:15]1[CH:16]=[C:17]([C:25](Cl)=[O:26])[C:18]2[O:23][CH2:22][CH2:21][O:20][C:19]=2[CH:24]=1)(=[O:14])=[O:13])[CH3:11]>>[CH2:1]([N:3]1[CH2:7][CH2:6][CH2:5][CH:4]1[CH2:8][NH:9][C:25]([C:17]1[C:18]2[O:23][CH2:22][CH2:21][O:20][C:19]=2[CH:24]=[C:15]([S:12]([CH2:10][CH3:11])(=[O:14])=[O:13])[CH:16]=1)=[O:26])[CH3:2]. Reported procedure: In a similar manner 58 g of 1-ethyl-2-aminomethylpyrrolidine was reacted with 131 g of 7-ethylsulfonyl-1,4-benzodioxane-5-carbonyl chloride to give, after treatment and purification, 103.5 g of N-(1-ethyl-2-pyrrolidylmethyl)-7-ethylsulfonyl-1,4-benzodioxane-5-carboxamide (M.P.: 118°-119° C.; yield: 60.2%). 100 g of the base produced was dissolved in 220 ml of acetone and then the solution was filtered on carbon black and a solution of 9.5 g of hydrochloric acid in acetone was added. The resultin... The reactants are C(C)(C)(C)OC(=O)N[C@@H](CC=1C=NC=CC1)C(=O)O (N-(t-butoxycarbonyl)-3-(3-pyridyl)alanine), S(=O)(Cl)Cl (thionyl chloride), C(=O)(OC(C)(C)C)OC(=O)OC(C)(C)C (di-tert-butyl dicarbonate), C([O-])([O-])=O.[Na+].[Na+] (sodium carbonate). Run in CO (methanol), C(C)(=O)OCC (ethyl acetate). Run at time 8 hour. Product: COC([C@@H](NC(=O)OC(C)(C)C)CC=1C=NC=CC1)=O (N-(t-Butoxycarbonyl)-3-(3-pyridyl)-L-alanine Methyl Ester). Yield: 75.9%. As a reaction SMILES: [C:1]([O:5][C:6]([NH:8][C@H:9]([C:17]([OH:19])=[O:18])[CH2:10][C:11]1[CH:12]=[N:13][CH:14]=[CH:15][CH:16]=1)=[O:7])([CH3:4])([CH3:3])[CH3:2].S(Cl)(Cl)=O.[C:24](OC(OC(C)(C)C)=O)(OC(C)(C)C)=O.C(=O)([O-])[O-].[Na+].[Na+]>CO.C(OCC)(=O)C>[CH3:24][O:18][C:17](=[O:19])[C@H:9]([CH2:10][C:11]1[CH:12]=[N:13][CH:14]=[CH:15][CH:16]=1)[NH:8][C:6]([O:5][C:1]([CH3:4])([CH3:2])[CH3:3])=[O:7] |f:3.4.5|. Procedure: To a solution of N-(t-butoxycarbonyl)-3-(3-pyridyl)alanine (5.0 g, 18.8 mmole) in methanol (100 mL) was added thionyl chloride (2M solution in dichloromethane, 66 mL, 132 mmole). The resulting solution was stirred overnight at ambient temperature. The methanol was removed under reduced pressure to a minimum volume and ethyl acetate (100 mL) was added. The resulting white precipitate was collected in a fritted funnel. To a solution of the collected precipitate in a mixture of tetrahydrofuran/wate... The reactants are IC1=C(C=C(C(=C1)C)OC(C)C)C (1-iodo-4-isopropoxy-2,5-dimethylbenzene), [Li]CCCC (nBuLi), Cl (HCl), C(=O)=O (CO2). Run in C1CCOC1 (THF). Reaction conditions: temperature 0 celsius, time 8 hour. Yields the product C(C)(C)OC1=CC(=C(C(=O)O)C=C1C)C (4-isopropoxy-2,5-dimethylbenzoic acid). Yield: 10.0%. Reaction SMILES: I[C:2]1[CH:7]=[C:6]([CH3:8])[C:5]([O:9][CH:10]([CH3:12])[CH3:11])=[CH:4][C:3]=1[CH3:13].[Li]CCCC.[C:19](=[O:21])=[O:20].Cl>C1COCC1>[CH:10]([O:9][C:5]1[C:6]([CH3:8])=[CH:7][C:2]([C:19]([OH:21])=[O:20])=[C:3]([CH3:13])[CH:4]=1)([CH3:12])[CH3:11]. Reported procedure: A solution of 1-iodo-4-isopropoxy-2,5-dimethylbenzene (450 mg, 1.6 mmol) in THF (7.8 mL) was cooled to −78° C. before nBuLi (620 mL, 2.5 M, 1.6 mmol) was added dropwise. The mixture was allowed to warm to 0° C., then it was cooled to −78° C. before it was added dropwise to a flask containing crushed, dry CO2. The mixture was allowed to warm to room temperature and was stirred overnight. The mixture was poured over ice and was acidified with 1N HCl. The mixture was extracted with ethyl acetate (3... Reactants: C1(=CC=CC=C1)[Mg]Br.O1CCCC1 (Phenylmagnesium bromide tetrahydrofuran), C(C)(C)(C)OC(=O)N1[C@H](C=O)C[C@H](C1)O[Si](C)(C)C(C)(C)C ((2S,4R)-N-t-butoxycarbonyl-4-(t-butyldimethylsiloxy)prolinal), O (water). Run in O1CCCC1 (tetrahydrofuran). Conditions: time 3 hour. Product: C(C)(C)(C)OC(=O)N1[C@@H](C[C@H](C1)O[Si](C)(C)C(C)(C)C)C(C1=CC=CC=C1)O ((2S,4R)-N-t-butoxycarbonyl-4-t-butyldimethylsiloxy-2-(α-hydroxybenzyl)pyrrolidine). Isolated yield 96.7%. As a reaction SMILES: [C:1]1([Mg]Br)[CH:6]=[CH:5][CH:4]=[CH:3][CH:2]=1.O1CCCC1.[C:14]([O:18][C:19]([N:21]1[CH2:27][C@H:26]([O:28][Si:29]([C:32]([CH3:35])([CH3:34])[CH3:33])([CH3:31])[CH3:30])[CH2:25][C@H:22]1[CH:23]=[O:24])=[O:20])([CH3:17])([CH3:16])[CH3:15].O>O1CCCC1>[C:14]([O:18][C:19]([N:21]1[CH2:27][C@H:26]([O:28][Si:29]([C:32]([CH3:35])([CH3:34])[CH3:33])([CH3:31])[CH3:30])[CH2:25][C@H:22]1[CH:23]([OH:24])[C:1]1[CH:6]=[CH:5][CH:4]=[CH:3][CH:2]=1)=[O:20])([CH3:17])([CH3:16])[CH3:15] |f:0.1|. Procedure details: 2.0M Phenylmagnesium bromide-tetrahydrofuran solution (22.8 ml, 45.6 mmol) was added dropwise to a solution of (2S,4R)-N-t-butoxycarbonyl-4-(t-butyldimethylsiloxy)prolinal (10 g, 30.4 mmol) in tetrahydrofuran (200 ml) at -78° C. in a nitrogen stream. The reaction solution was allowed to gradually warm and then stirred at room temperature for 3 hours. After addition of water, this reaction solution was concentrated in vacuo. The resulting residue was poured into a liquid mixture of ethyl acetate ...